From a dataset of the Open Reaction Database (ORD), a public repository of structured organic reaction records. describe an organic reaction: reactants, conditions, products, and yield As a reaction SMILES: [Cl:1][C:2]1[CH:3]=[CH:4][C:5]2[C:6](=[O:22])[C:7]3[C:15](=[O:16])[N:14]([CH2:17][CH2:18]SC)[N:13]=[C:12]([OH:21])[C:8]=3[NH:9][C:10]=2[CH:11]=1.O[O:24][S:25]([O-:27])=O.[K+].[CH3:29]O>O>[Cl:1][C:2]1[CH:3]=[CH:4][C:5]2[C:6](=[O:22])[C:7]3[C:15](=[O:16])[N:14]([CH2:17][CH2:18][S:25]([CH3:29])(=[O:27])=[O:24])[N:13]=[C:12]([OH:21])[C:8]=3[NH:9][C:10]=2[CH:11]=1 |f:1.2|. Reactants: monopersulfate, OOS(=O)[O-].[K+] (OXONE), ClC=1C=CC=2C(C3=C(NC2C1)C(=NN(C3=O)CCSC)O)=O (7-chloro-4-hydroxy-2-(2-methylthioethyl)-1,2,5,10-tetrahydropyridazino[4,5-b]quinoline-1,10-dione), CO (methanol). Reported procedure: To a solution of 7-chloro-4-hydroxy-2-(2-methylthioethyl)-1,2,5,10-tetrahydropyridazino[4,5-b]quinoline-1,10-dione (0.11 g, 0.33 mM) in methanol (5 mL) stirred at room temperature, was added OXONE, a monopersulfate compound (250 mg, 1.0 mM) dissolved in water (1 mL). The resulting mixture was stirred at room temperature for 17 hours. Water (10 mL) was added and the reaction mixture was filtered. The crude product was again stirred with warm water to completely remove the oxidant. Filtration and ... Reaction conditions: time 17 hour. Product: ClC=1C=CC=2C(C3=C(NC2C1)C(=NN(C3=O)CCS(=O)(=O)C)O)=O (7-Chloro-4-hydroxy-2-(2-methylsulfonylethyl)-1,2,5,10-tetrahydropyridazino[4,5-b]quinoline-1,10-dione). Run in O (water), O (Water).